This data is from the Open Reaction Database (ORD), a public repository of structured organic reaction records. The task is: describe an organic reaction: reactants, conditions, products, and yield Reactants: CCOC(=O)c1cnc(SC)nc1NCc1ccc(OC)c(Cl)c1, CS(C)=O, [Na+], [OH-], O, O=C(O)CC(O)(CC(=O)O)C(=O)O. Product: COc1ccc(CNc2nc(SC)ncc2C(=O)O)cc1Cl. As a reaction SMILES: [CH3:1][S:2][c:3]1[n:4][cH:5][c:6]([C:20](=[O:21])[O:22][CH2:23][CH3:24])[c:7]([NH:9][CH2:10][c:11]2[cH:12][c:13]([Cl:19])[c:14]([O:17][CH3:18])[cH:15][cH:16]2)[n:8]1.[CH3:41][S:42]([CH3:43])=[O:44].[Na+:26].[OH-:25].[OH2:40].[OH:27][C:28]([CH2:29][C:30]([C:31](=[O:32])[OH:33])([CH2:34][C:35](=[O:36])[OH:37])[OH:38])=[O:39]>>[CH3:1][S:2][c:3]1[n:4][cH:5][c:6]([C:20](=[O:21])[OH:22])[c:7]([NH:9][CH2:10][c:11]2[cH:12][c:13]([Cl:19])[c:14]([O:17][CH3:18])[cH:15][cH:16]2)[n:8]1.